This data is from the Open Reaction Database (ORD), a public repository of structured organic reaction records. The task is: describe an organic reaction: reactants, conditions, products, and yield RXN SMILES: [BH4-:23].[CH2:1]1[O:2][c:3]2[c:4]([CH2:5][CH:6]([C:7](=[O:8])[O:9][C:10]([CH3:11])([CH3:12])[CH3:13])[C:14](=[O:15])[O-:16])[cH:17][cH:18][cH:19][c:20]2[O:21][CH2:22]1.[CH3:25][CH2:26][OH:27].[CH3:28][CH2:29][O:30][C:31](=[O:32])[CH3:33].[Na+:24]>>[CH2:1]1[O:2][c:3]2[c:4]([CH2:5][CH:6]([C:7](=[O:8])[O:9][C:10]([CH3:11])([CH3:12])[CH3:13])[CH2:14][OH:15])[cH:17][cH:18][cH:19][c:20]2[O:21][CH2:22]1. The reactants are [BH4-], CC(C)(C)OC(=O)C(Cc1cccc2c1OCCO2)C(=O)[O-], CCO, CCOC(C)=O, [Na+]. Product: CC(C)(C)OC(=O)C(CO)Cc1cccc2c1OCCO2. The reactants are CC(=O)c1cnc2[nH]cc(C(=O)C(C)(C)C)c2n1, CC(C)N, CC=O, CC(C)NC(=O)c1cnc2[nH]cc(C(=O)C(C)(C)C)c2n1. Yields the product CC(C)C(O)c1cnc2[nH]cc(C(=O)C(C)(C)C)c2n1. As a reaction SMILES: [C:29]([c:30]1[n:31][c:32]2[c:33]([C:34](=[O:35])[C:36]([CH3:37])([CH3:38])[CH3:39])[cH:40][nH:41][c:42]2[n:43][cH:44]1)(=[O:45])[CH3:46].[CH3:25][CH:26]([CH3:27])[NH2:28].[CH:1](=[O:2])[CH3:3].[CH:4]([NH:5][C:8](=[O:9])[c:10]1[n:11][c:12]2[c:13]([n:14][cH:15]1)[nH:16][cH:17][c:18]2[C:19]([C:20]([CH3:21])([CH3:22])[CH3:23])=[O:24])([CH3:6])[CH3:7]>>[CH:8]([OH:9])([c:10]1[n:11][c:12]2[c:13]([n:14][cH:15]1)[nH:16][cH:17][c:18]2[C:19]([C:20]([CH3:21])([CH3:22])[CH3:23])=[O:24])[CH:26]([CH3:25])[CH3:27].